describe an organic reaction: reactants, conditions, products, and yield From a dataset of the Open Reaction Database (ORD), a public repository of structured organic reaction records. Reactants: NC1=C(C=C(C(=C1)F)Cl)C(=O)C1=CC=CC=C1 ((2-amino-5-chloro-4-fluoro-phenyl)-phenyl-methanone), C1(CCCC1)C(CC#N)=O (3-cyclopentyl-3-oxo-propionitrile). Product: ClC=1C=C2C(=C(C(=NC2=CC1F)C1CCCC1)C#N)C1=CC=CC=C1 (6-Chloro-2-cyclopentyl-7-fluoro-4-phenyl-quinoline-3-carbonitrile). Reaction SMILES: [NH2:1][C:2]1[CH:7]=[C:6]([F:8])[C:5]([Cl:9])=[CH:4][C:3]=1[C:10]([C:12]1[CH:17]=[CH:16][CH:15]=[CH:14][CH:13]=1)=O.[CH:18]1([C:23](=O)[CH2:24][C:25]#[N:26])[CH2:22][CH2:21][CH2:20][CH2:19]1>>[Cl:9][C:5]1[CH:4]=[C:3]2[C:2](=[CH:7][C:6]=1[F:8])[N:1]=[C:23]([CH:18]1[CH2:22][CH2:21][CH2:20][CH2:19]1)[C:24]([C:25]#[N:26])=[C:10]2[C:12]1[CH:17]=[CH:16][CH:15]=[CH:14][CH:13]=1. Reported procedure: The title compound was prepared in analogy to example 101 step B from (2-amino-5-chloro-4-fluoro-phenyl)-phenyl-methanone and 3-cyclopentyl-3-oxo-propionitrile. Off-white solid. MS (ESI): 351.4 (M+H)+. Starting materials: O=C(O)C1CC(O)CN1C(=O)OCc1ccccc1, COC1CC(C(=O)O)N(C(=O)OCc2ccccc2)C1, C1CCOC1, CI, CO, [H-], [H][H], [Na+], [OH-], [OH-], [Pd+2]. Product: COC1CNC(C(=O)O)C1. Reaction SMILES: [CH2:1]([O:2][C:3]([N:4]1[CH2:5][CH:6]([OH:7])[CH2:8][CH:9]1[C:10]([OH:11])=[O:12])=[O:13])[c:14]1[cH:15][cH:16][cH:17][cH:18][cH:19]1.[CH2:24]([O:25][C:26](=[O:27])[N:34]1[CH:35]([C:41](=[O:42])[OH:43])[CH2:36][CH:37]([O:39][CH3:40])[CH2:38]1)[c:28]1[cH:29][cH:30][cH:31][cH:32][cH:33]1.[CH2:46]1[O:47][CH2:48][CH2:49][CH2:50]1.[CH3:22][I:23].[CH3:51][OH:52].[H-:20].[H:44][H:45].[Na+:21].[OH-:53].[OH-:55].[Pd+2:54]>>[NH:34]1[CH:35]([C:41](=[O:42])[OH:43])[CH2:36][CH:37]([O:39][CH3:40])[CH2:38]1. Reactants: C(CCCCCO)O (1,6-hexanediol), C(OC)(OC)=O (dimethyl carbonate), C[O-].C(CCC)[Sn+2]CCCC.C[O-] (dibutyltin methoxide). Run at temperature 220 celsius. The product is C(CCCCCO)O.COC(OC)=O (1,6-hexanediol bismethylcarbonate). As a reaction SMILES: [CH2:1]([OH:8])[CH2:2][CH2:3][CH2:4][CH2:5][CH2:6][OH:7].[C:9](=[O:14])([O:12][CH3:13])[O:10][CH3:11].C[O-].C([Sn+2]CCCC)CCC.C[O-]>>[CH2:1]([OH:8])[CH2:2][CH2:3][CH2:4][CH2:5][CH2:6][OH:7].[CH3:11][O:10][C:9](=[O:14])[O:12][CH3:13] |f:2.3.4,5.6|. Procedure details: 391 g (3.32 moles) of 1,6-hexanediol, 5976 g (66.4 moles) of dimethyl carbonate and 0.2 g (0.00067 mole) of dibutyltin methoxide were charged in an autoclave. The mixture was heated at 220° C. for 3 hours to advance a reaction. After completion of the reaction, the dimethyl carbonate was removed by evaporation under reduced pressure to obtain a 1,6-hexanediol bismethylcarbonate. The yield of 1,6-hexanediol bismethylcarbonate was 98.0%. A 1,5-pentanediol bismethylcarbonate was also obtained in su... Reactants: COC(C(CCCC)Cl)=O (2-chlorohexanoic acid methyl ester), [O-]C#N.[K+] (potassium cyanate), CO (methanol). Solvent: CN(C)C=O (DMF). The product is COC(C(CCCC)NC(=O)OC)=O (2-methoxycarbonylaminohexanoic acid methyl ester). Yield: 67.0%. As a reaction SMILES: [CH3:1][O:2][C:3](=[O:10])[CH:4](Cl)[CH2:5][CH2:6][CH2:7][CH3:8].[O-:11][C:12]#[N:13].[K+].[CH3:15][OH:16]>CN(C=O)C>[CH3:1][O:2][C:3](=[O:10])[CH:4]([NH:13][C:12]([O:16][CH3:15])=[O:11])[CH2:5][CH2:6][CH2:7][CH3:8] |f:1.2|. Reported procedure: 11.52 grams of 2-chlorohexanoic acid methyl ester were heated with 8.52 grams of potassium cyanate and 7.85 grams of methanol in 70 ml of DMF. After a reaction time of 30 hours the reaction mixture was worked up as described in Example 1. There were obtained 9.53 grams (67%) of 2-methoxycarbonylaminohexanoic acid methyl ester with a purity of 99% (determined gas chromatographically). Reactants: ClC1=CC(=C(N)C=C1OCC(=O)OCCCCC)F (4-chloro-2-fluoro-5-(pentyloxycarbonylmethyloxy)aniline), C1(C2=C(C(=O)O1)CCCC2)=O (3,4,5,6-tetrahydrophthalic anhydride), N1CCCCC1 (piperidine), C(C)(=O)O (acetic acid). The solvent is C1(=CC=CC=C1)C (toluene), O (water). Yields the product ClC1=CC(=C(C=C1OCC(=O)OCCCCC)N1C(C2=C(C1=O)CCCC2)=O)F (N-[4-chloro-2-fluoro-5-(pentyloxycarbonylmethyloxy)phenyl]-3,4,5,6-tetrahydrophthalimide). Isolated yield 95.1%. Reaction SMILES: [Cl:1][C:2]1[C:8]([O:9][CH2:10][C:11]([O:13][CH2:14][CH2:15][CH2:16][CH2:17][CH3:18])=[O:12])=[CH:7][C:5]([NH2:6])=[C:4]([F:19])[CH:3]=1.[C:20]1(=O)[O:25][C:23](=[O:24])[C:22]2[CH2:26][CH2:27][CH2:28][CH2:29][C:21]1=2.N1CCCCC1.C(O)(=O)C>O.C1(C)C=CC=CC=1>[Cl:1][C:2]1[C:8]([O:9][CH2:10][C:11]([O:13][CH2:14][CH2:15][CH2:16][CH2:17][CH3:18])=[O:12])=[CH:7][C:5]([N:6]2[C:23](=[O:24])[C:22]3[CH2:26][CH2:27][CH2:28][CH2:29][C:21]=3[C:20]2=[O:25])=[C:4]([F:19])[CH:3]=1. Reported procedure: A mixture of the compound (II) (12.0 g), 3,4,5,6-tetrahydrophthalic anhydride (7.56 g), piperidine (0.36 g), acetic acid (0.5 g) and toluene (24 g) was refluxed at 88° to 92° C. under a pressure of about 300 mmHg for 4 hours, during which water was azeotropically removed. The reaction mixture was then treated as in Example 4 to give the compound (I) (16.7 g). As a reaction SMILES: [F:1][C:2]1[CH:7]=[CH:6][C:5]([C:8]#[C:9][C:10]2[CH:11]=[CH:12][C:13]([N:16]3[CH2:21][CH2:20][N:19]([S:22]([CH:25]=[CH:26][CH2:27][CH2:28][CH2:29][C:30]4[N:35]=[CH:34][CH:33]=[CH:32][N:31]=4)(=[O:24])=[O:23])[CH2:18][CH2:17]3)=[N:14][CH:15]=2)=[CH:4][CH:3]=1.[NH2:36][OH:37]>C1COCC1>[F:1][C:2]1[CH:7]=[CH:6][C:5]([C:8]#[C:9][C:10]2[CH:11]=[CH:12][C:13]([N:16]3[CH2:17][CH2:18][N:19]([S:22]([CH2:25][CH:26]([NH:36][OH:37])[CH2:27][CH2:28][CH2:29][C:30]4[N:35]=[CH:34][CH:33]=[CH:32][N:31]=4)(=[O:24])=[O:23])[CH2:20][CH2:21]3)=[N:14][CH:15]=2)=[CH:4][CH:3]=1. Procedure details: To a solution of 2-{(4EZ)-5-[(4-{5-[(4-fluorophenyl)ethynyl]pyridin-2-yl}piperazin-1-yl)sulfonyl]pent-4-enyl}pyrimidine (760 mg, 1.55 mmol) in THF (10 mL) was added a solution of hydroxylamine (2 mL, 50% aqueous solution in water). The reaction was stirred for 2 hours at RT before being quenched with saturated aqueous ammonium chloride solution (5 mL). The layers were separated and the aqueous phase extracted with ethyl acetate (3×20 mL). The combined organic extracts were then dried, (MgSO4), f... Run at time 2 hour. Run in C1CCOC1 (THF). Yield: 64.0%. The product is FC1=CC=C(C=C1)C#CC=1C=CC(=NC1)N1CCN(CC1)S(=O)(=O)CC(CCCC1=NC=CC=N1)NO (2-[5-[(4-{5-[(4-fluorophenyl)ethynyl]pyridin-2-yl}piperazin-1-yl)sulfonyl]-4-(hydroxyamino)pentyl]pyrimidine). The reactants are FC1=CC=C(C=C1)C#CC=1C=CC(=NC1)N1CCN(CC1)S(=O)(=O)C=CCCCC1=NC=CC=N1 (2-{(4EZ)-5-[(4-{5-[(4-fluorophenyl)ethynyl]pyridin-2-yl}piperazin-1-yl)sulfonyl]pent-4-enyl}pyrimidine), NO (hydroxylamine). Reactants: C1CCOC1, O=C(Cl)c1ccc(-c2nn(Cc3ccccc3)c3ccccc23)o1, NCCO. Product: O=C(NCCO)c1ccc(-c2nn(Cc3ccccc3)c3ccccc23)o1. As a reaction SMILES: [CH2:29]1[O:30][CH2:31][CH2:32][CH2:33]1.[CH2:5]([c:6]1[cH:7][cH:8][cH:9][cH:10][cH:11]1)[n:12]1[n:13][c:14](-[c:21]2[o:22][c:23]([C:26](=[O:27])[Cl:28])[cH:24][cH:25]2)[c:15]2[cH:16][cH:17][cH:18][cH:19][c:20]12.[NH2:1][CH2:2][CH2:3][OH:4]>>[NH:1]([CH2:2][CH2:3][OH:4])[C:26]([c:23]1[o:22][c:21](-[c:14]2[n:13][n:12]([CH2:5][c:6]3[cH:7][cH:8][cH:9][cH:10][cH:11]3)[c:20]3[c:15]2[cH:16][cH:17][cH:18][cH:19]3)[cH:25][cH:24]1)=[O:27]. Starting materials: ClC=1C(C(=C(C(C1Cl)=O)C#N)C#N)=O (2,3-Dichloro-5,6-dicyano-1,4-benzoquinone), C(C1=CC=CC=C1)OC(N[C@H](C=O)CC1=CC=CC=C1)=O (((S)-1-Benzyl-2-oxo-ethyl)-carbamic acid benzyl ester), C1(=C(C=CC=C1)N)N (1,2-phenylenediamine). Run in CC#N (CH3CN). Conditions: time 16 hour. Product: C(C1=CC=CC=C1)OC(N[C@H](/C=N/C1=C(C=CC=C1)NC)CC1=CC=CC=C1)=O ({(S)-1-Benzyl-2-[(E)-2-methylamino-phenylimino]-ethyl}-carbamic acid benzyl ester). Isolated yield 27.3%. RXN SMILES: Cl[C:2]1C(=O)C(C#N)=C(C#N)C(=O)C=1Cl.[CH2:15]([O:22][C:23](=[O:35])[NH:24][C@@H:25]([CH2:28][C:29]1[CH:34]=[CH:33][CH:32]=[CH:31][CH:30]=1)[CH:26]=O)[C:16]1[CH:21]=[CH:20][CH:19]=[CH:18][CH:17]=1.[C:36]1([NH2:43])[CH:41]=[CH:40][CH:39]=[CH:38][C:37]=1[NH2:42]>CC#N>[CH2:15]([O:22][C:23](=[O:35])[NH:24][C@@H:25]([CH2:28][C:29]1[CH:34]=[CH:33][CH:32]=[CH:31][CH:30]=1)/[CH:26]=[N:42]/[C:37]1[CH:38]=[CH:39][CH:40]=[CH:41][C:36]=1[NH:43][CH3:2])[C:16]1[CH:21]=[CH:20][CH:19]=[CH:18][CH:17]=1. Reported procedure: 2,3-Dichloro-5,6-dicyano-1,4-benzoquinone (DDQ, 0.20 g, 0.86 mmoles) was added to a room temperature solution of ((S)-1-Benzyl-2-oxo-ethyl)-carbamic acid benzyl ester (0.24 g, 0.86 mmoles) and 1,2-phenylenediamine (0.093 g, 0.86 mmoles) in CH3CN (10 mL). The reaction mixture was stirred at room temperature for 16 h, and then concentrated in vacuo. The residue was re-dissolved in EtOAc (150 mL), and washed with saturated aqueous NaHCO3 (3×125 mL). The organic layer was dried (MgSO4) and concentra... Reactants: C(=O)C=1NC(=CC1)C (2-formyl-5-methylpyrrole), C(C1=CC=CC=C1)OC1=CC(NC1)=O (4-benzyloxy-3-pyrrolin-2-one). Run in CS(=O)C (DMSO). Run at temperature 60 celsius, time 8 hour. Yields the product C(C1=CC=CC=C1)OC1=CC(NC1=CC=1NC(=CC1)C)=O (4-benzyloxy-5-(5-methyl-1H-pyrrol-2-yl-methylene)-1,5-dihydro-pyrrol-2-one). The yield is 75.0%. As a reaction SMILES: [CH:1]([C:3]1[NH:4][C:5]([CH3:8])=[CH:6][CH:7]=1)=O.[CH2:9]([O:16][C:17]1[CH2:21][NH:20][C:19](=[O:22])[CH:18]=1)[C:10]1[CH:15]=[CH:14][CH:13]=[CH:12][CH:11]=1>CS(C)=O>[CH2:9]([O:16][C:17]1[C:21](=[CH:1][C:3]2[NH:4][C:5]([CH3:8])=[CH:6][CH:7]=2)[NH:20][C:19](=[O:22])[CH:18]=1)[C:10]1[CH:11]=[CH:12][CH:13]=[CH:14][CH:15]=1. Procedure details: To a solution of 2-formyl-5-methylpyrrole (4 g; 36.65 mmols) and 4-benzyloxy-3-pyrrolin-2-one (8.24 g; 43.78 mmols) in DMSO (65 ml) 2N sodium hydroxyde (45 ml) was added under nitrogen atmosphere and the mixture was stirred at 60° C. for 8 hours. After dilution with water (200 ml) the yellow suspension was filtered. The crude material was taken up in ethyl acetate, stirred and filtered to give 4-benzyloxy-5-(5-methyl-1H-pyrrol-2-yl-methylene)-1,5-dihydro-pyrrol-2-one (7.7 g; 27.49 mmols) as a 4:...